From a dataset of the Open Reaction Database (ORD), a public repository of structured organic reaction records. describe an organic reaction: reactants, conditions, products, and yield Reactants: C1=CC=C(C=C1)P(C2=CC=CC=C2)C3=CC=CC=C3 (Ph3P), OCCN(C1=CC(NC(N1)=O)=O)C (6-((2-hydroxyethyl)(methyl)amino)pyrimidine-2,4(1H,3H)-dione), CC(C)OC(=O)/N=N/C(=O)OC(C)C (DIAD). Run in O1CCCC1 (tetrahydrofuran). Conditions: time 3 hour. Product: CN1CCN2C(NC(C=C21)=O)=O (1-methyl-2,3-dihydroimidazo[1,2-c]pyrimidine-5,7(1H,6H)-dione). Yield: 99.1%. RXN SMILES: O[CH2:2][CH2:3][N:4]([CH3:13])[C:5]1[NH:10][C:9](=[O:11])[NH:8][C:7](=[O:12])[CH:6]=1.C1C=CC(P(C2C=CC=CC=2)C2C=CC=CC=2)=CC=1.CC(OC(/N=N/C(OC(C)C)=O)=O)C>O1CCCC1>[CH3:13][N:4]1[C:5]2[N:10]([C:9](=[O:11])[NH:8][C:7](=[O:12])[CH:6]=2)[CH2:2][CH2:3]1. Procedure details: To a suspension of 6-((2-hydroxyethyl)(methyl)amino)pyrimidine-2,4(1H,3H)-dione (0.463 g, 2.5 mmol) in tetrahydrofuran (310 ml) at rt was added Ph3P (1.967 g, 7.50 mmol), then DIAD (1.458 ml, 7.50 mmol) was added dropwise. The reaction mixture was stirred at rt for 3 h, and concentrated. The residue was partitioned between ethyl ether and water. The aqueous phase was separated, washed with ethyl ether again, and then concentrated to afford the title compound as a light-yellow solid (0.414 g, 99%... Reactants: OC1=NC2=CC(=CN=C2C(=C1C(=O)OCC)C)C(F)(F)F (ethyl 2-hydroxy-4-methyl-7-(trifluoromethyl)-1,5-naphthyridine-3-carboxylate), O=P(Cl)(Cl)Cl (POCl3). Reaction conditions: temperature 110 celsius. Product: ClC1=NC2=CC(=CN=C2C(=C1C(=O)OCC)C)C(F)(F)F (ethyl 2-chloro-4-methyl-7-(trifluoromethyl)-1,5-naphthyridine-3-carboxylate). The yield is 88.0%. RXN SMILES: O[C:2]1[C:11]([C:12]([O:14][CH2:15][CH3:16])=[O:13])=[C:10]([CH3:17])[C:9]2[C:4](=[CH:5][C:6]([C:18]([F:21])([F:20])[F:19])=[CH:7][N:8]=2)[N:3]=1.O=P(Cl)(Cl)[Cl:24]>>[Cl:24][C:2]1[C:11]([C:12]([O:14][CH2:15][CH3:16])=[O:13])=[C:10]([CH3:17])[C:9]2[C:4](=[CH:5][C:6]([C:18]([F:21])([F:20])[F:19])=[CH:7][N:8]=2)[N:3]=1. Procedure: To ethyl 2-hydroxy-4-methyl-7-(trifluoromethyl)-1,5-naphthyridine-3-carboxylate (1.05 g, 3.50 mmol, 1 eq.) was added POCl3 (11 ml) at RT and the reaction mixture was heated to reflux at 110° C. for 3 h. Afterwards excess POCl3 was distilled off and the residue was diluted with EtOAc (50 ml). The mixture was washed with a sat. solution of NaHCO3 (50 ml), water (50 ml), brine (50 ml), dried over anhydrous Na2SO4 and evaporated to provide ethyl 2-chloro-4-methyl-7-(trifluoromethyl)-1,5-naphthyridin... Starting materials: BrCc1cccc2c(-c3ccccc3)onc12, ClCCl, N#C[K], C1COCCO1, O. The product is N#CCc1cccc2c(-c3ccccc3)onc12. RXN SMILES: [Br:1][CH2:2][c:3]1[cH:4][cH:5][cH:6][c:7]2[c:8](-[c:12]3[cH:13][cH:14][cH:15][cH:16][cH:17]3)[o:9][n:10][c:11]12.[CH2:28]([Cl:29])[Cl:30].[K:18][C:19]#[N:20].[O:22]1[CH2:23][CH2:24][O:25][CH2:26][CH2:27]1.[OH2:21]>>[CH2:2]([c:3]1[cH:4][cH:5][cH:6][c:7]2[c:8](-[c:12]3[cH:13][cH:14][cH:15][cH:16][cH:17]3)[o:9][n:10][c:11]12)[C:19]#[N:20]. Starting materials: CC(C)(C)OC(=O)N1CCC2(CC1)CC(=O)c1cc(Br)ccc1O2, C=CC(=O)OC, CC(=O)[O-], CC(=O)[O-], CN(C)C=O, [Pd+2], c1ccc(P(c2ccccc2)c2ccccc2)cc1. The product is COC(=O)C=Cc1ccc2c(c1)C(=O)CC1(CCN(C(=O)OC(C)(C)C)CC1)O2. Reaction SMILES: [C:1]([CH3:2])([CH3:3])([CH3:4])[O:5][C:6](=[O:7])[N:8]1[CH2:9][CH2:10][C:11]2([O:12][c:13]3[cH:14][cH:15][c:16]([Br:22])[cH:17][c:18]3[C:19](=[O:21])[CH2:20]2)[CH2:23][CH2:24]1.[C:44]([CH:45]=[CH2:46])(=[O:47])[O:48][CH3:49].[O-:56][C:57]([CH3:58])=[O:59].[O-:60][C:61]([CH3:62])=[O:63].[O:50]=[CH:51][N:52]([CH3:53])[CH3:54].[Pd+2:55].[c:25]1([P:26]([c:27]2[cH:28][cH:29][cH:30][cH:31][cH:32]2)[c:33]2[cH:34][cH:35][cH:36][cH:37][cH:38]2)[cH:39][cH:40][cH:41][cH:42][cH:43]1>>[C:1]([CH3:2])([CH3:3])([CH3:4])[O:5][C:6](=[O:7])[N:8]1[CH2:9][CH2:10][C:11]2([O:12][c:13]3[cH:14][cH:15][c:16]([CH:46]=[CH:45][C:44](=[O:47])[O:48][CH3:49])[cH:17][c:18]3[C:19](=[O:21])[CH2:20]2)[CH2:23][CH2:24]1. Reactants: IC1=CC=C(C=C1)N (4-iodobenzenamine), N(=O)OC(C)(C)C (tert-butyl nitrite), N(=[N+]=[N-])[Si](C)(C)C (azidotrimethylsilane). The solvent is CC#N (MeCN), CCOC(=O)C (EtOAc). Conditions: time 6 hour. The product is N(=[N+]=[N-])C1=CC=C(C=C1)I (1-azido-4-iodobenzene). Reaction SMILES: [I:1][C:2]1[CH:7]=[CH:6][C:5]([NH2:8])=[CH:4][CH:3]=1.N(OC(C)(C)C)=O.[N:16]([Si](C)(C)C)=[N+:17]=[N-]>CC#N.CCOC(C)=O>[N:8]([C:5]1[CH:6]=[CH:7][C:2]([I:1])=[CH:3][CH:4]=1)=[N+:16]=[N-:17]. Procedure: To a solution of 4-iodobenzenamine (2.38 g, 10.9 mmol) in MeCN (20 mL) at 0° C. was added tert-butyl nitrite (1.95 mL, 1.69 g, 16.4 mmol) and azidotrimethylsilane (1.70 mL, 1.49 g, 12.9 mmol). The reaction mixture was warmed to room temperature and stirred for 6 h, heated to 40° C. for 18 h, and diluted with EtOAc. The aqueous phase was washed with water (2×), brine (1×), dried over MgSO4, filtered, and concentrated to give 1-azido-4-iodobenzene which was used in the next step without further pu... Starting materials: O=C1NC2=CC=CC=C2C(=C1)C1=CC=CC=C1 (1,2-dihydro-2-oxo-4-phenyl-quinoline), [N+](#[C-])CC(=O)OCC (ethyl isocyanoacetate). The product is C1(=CC=CC=C1)C1=CC=2N(C3=CC=CC=C13)C=NC2C(=O)OCC (Ethyl 5-phenyl-imidazo(1,5-a)quinoline-3-carboxylate). Reaction SMILES: O=[C:2]1[CH:11]=[C:10]([C:12]2[CH:17]=[CH:16][CH:15]=[CH:14][CH:13]=2)[C:9]2[C:4](=[CH:5][CH:6]=[CH:7][CH:8]=2)[NH:3]1.[N+:18]([CH2:20][C:21]([O:23][CH2:24][CH3:25])=[O:22])#[C-:19]>>[C:12]1([C:10]2[C:9]3[C:4](=[CH:5][CH:6]=[CH:7][CH:8]=3)[N:3]3[CH:19]=[N:18][C:20]([C:21]([O:23][CH2:24][CH3:25])=[O:22])=[C:2]3[CH:11]=2)[CH:17]=[CH:16][CH:15]=[CH:14][CH:13]=1. Procedure: Ethyl 5-phenyl-imidazo(1,5-a)quinoline-3-carboxylate was prepared from 1,2-dihydro-2-oxo-4-phenyl-quinoline and ethyl isocyanoacetate. M.p. 176°-185° C. The reactants are COC1=CC(=NC=C1)CCC1=NC=2C(=NC=C(C2)I)N1 (2-[2-(4-methoxypyridin-2-yl)ethyl]-6iodo-3H-imidazo[4,5-b]pyridine), COC1=CC(=NC=C1)CCC1=NC=2C(=NC=C(C2)I)N1 (2-[2-(4-methoxypyridin-2-yl)ethyl]-6iodo-3H-imidazo[4,5-b]pyridine), C([O-])([O-])=O.[K+].[K+] (potassium carbonate), [Cl-].[Li+] (lithium chloride), BrC1=CC=C(C=C1)S(=O)(=O)N1CCN(CC1)C1=CC(=CC(=C1)Cl)Cl (1-(4-bromo-benzene-sulfonyl)-4-(3,5-dichlorphenyl)-piperazine), bis-(pinacolato)-diboron, [1,1′-bis(diphenyl-phosphino)ferrocene]palladium-dichloride, C(C)(=O)[O-].[K+] (potassium acetate). Reagents/catalysts: [Pd].C1(=CC=CC=C1)P(C1=CC=CC=C1)C1=CC=CC=C1.C1(=CC=CC=C1)P(C1=CC=CC=C1)C1=CC=CC=C1.C1(=CC=CC=C1)P(C1=CC=CC=C1)C1=CC=CC=C1.C1(=CC=CC=C1)P(C1=CC=CC=C1)C1=CC=CC=C1 (tetrakis(triphenylphosphine)-palladium(0)), C1(=CC=CC=C1)P([C-]1C=CC=C1)C1=CC=CC=C1.[C-]1(C=CC=C1)P(C1=CC=CC=C1)C1=CC=CC=C1.[Fe+2] (1,1′-bis-(diphenylphosphino)ferrocene). Solvent: O (water), O (water), O1CCOCC1 (dioxane), O1CCOCC1 (dioxane). Reaction conditions: temperature 85 celsius. Yields the product ClC=1C=C(C=C(C1)Cl)N1CCN(CC1)S(=O)(=O)C1=CC=C(C=C1)C=1C=C2C(=NC1)NC(=N2)CCC2=NC=CC(=C2)OC (6-{4-[4-(3,5-Dichlorphenyl)-piperazin-1-yl-sulfonyl]-phenyl}-2-[2-(4-methoxy-pyridin-2-yl)ethyl]-3H-imidazo[4.5-b]pyridine). The yield is 8.4%. As a reaction SMILES: Br[C:2]1[CH:7]=[CH:6][C:5]([S:8]([N:11]2[CH2:16][CH2:15][N:14]([C:17]3[CH:22]=[C:21]([Cl:23])[CH:20]=[C:19]([Cl:24])[CH:18]=3)[CH2:13][CH2:12]2)(=[O:10])=[O:9])=[CH:4][CH:3]=1.C([O-])(=O)C.[K+].[CH3:30][O:31][C:32]1[CH:37]=[CH:36][N:35]=[C:34]([CH2:38][CH2:39][C:40]2[NH:49][C:43]3=[N:44][CH:45]=[C:46](I)[CH:47]=[C:42]3[N:41]=2)[CH:33]=1.C(=O)([O-])[O-].[K+].[K+].[Cl-].[Li+]>O1CCOCC1.O.C1(P(C2C=CC=CC=2)[C-]2C=CC=C2)C=CC=CC=1.[C-]1(P(C2C=CC=CC=2)C2C=CC=CC=2)C=CC=C1.[Fe+2].[Pd].C1(P(C2C=CC=CC=2)C2C=CC=CC=2)C=CC=CC=1.C1(P(C2C=CC=CC=2)C2C=CC=CC=2)C=CC=CC=1.C1(P(C2C=CC=CC=2)C2C=CC=CC=2)C=CC=CC=1.C1(P(C2C=CC=CC=2)C2C=CC=CC=2)C=CC=CC=1>[Cl:24][C:19]1[CH:18]=[C:17]([N:14]2[CH2:15][CH2:16][N:11]([S:8]([C:5]3[CH:6]=[CH:7][C:2]([C:46]4[CH:47]=[C:42]5[N:41]=[C:40]([CH2:39][CH2:38][C:34]6[CH:33]=[C:32]([O:31][CH3:30])[CH:37]=[CH:36][N:35]=6)[NH:49][C:43]5=[N:44][CH:45]=4)=[CH:3][CH:4]=3)(=[O:10])=[O:9])[CH2:12][CH2:13]2)[CH:22]=[C:21]([Cl:23])[CH:20]=1 |f:1.2,4.5.6,7.8,11.12.13,14.15.16.17.18|. Procedure details: A mixture of 0.675 g of 1-(4-bromo-benzene-sulfonyl)-4-(3,5-dichlorphenyl)-piperazine, 0.42 g of bis-(pinacolato)-diboron, 0.025 g of 1,1′-bis-(diphenylphosphino)ferrocene, 0.033 g of [1,1′-bis(diphenyl-phosphino)ferrocene]palladium-dichloride (complex with CH2Cl2), 0.442 g of potassium acetate in 8 ml of degassed dioxane are heated to 85° C. in a sealed tube under N2 for 6 hours. To the resulting mixture 4 ml of degassed dioxane, 0.342 g of 2-[2-(4-methoxypyridin-2-yl)ethyl]-6-iodo-3H-imidazo[4... Run in [Cl-].[Na+].O (brine), C1CCOC1 (THF). RXN SMILES: C[O:2][C:3]([C:5]1[NH:6][C:7]2[C:12]([CH:13]=1)=[CH:11][C:10]([O:14][C:15]1[CH:20]=[CH:19][C:18]([NH:21][C:22](=[O:31])[C:23]3[CH:28]=[CH:27][C:26]([Cl:29])=[C:25]([Cl:30])[CH:24]=3)=[CH:17][N:16]=1)=[CH:9][CH:8]=2)=[O:4].[OH-].[Na+].O.Cl>C1COCC1.[Cl-].[Na+].O>[Cl:30][C:25]1[CH:24]=[C:23]([CH:28]=[CH:27][C:26]=1[Cl:29])[C:22]([NH:21][C:18]1[CH:19]=[CH:20][C:15]([O:14][C:10]2[CH:11]=[C:12]3[C:7](=[CH:8][CH:9]=2)[NH:6][C:5]([C:3]([OH:4])=[O:2])=[CH:13]3)=[N:16][CH:17]=1)=[O:31] |f:1.2,6.7.8|. The product is ClC=1C=C(C(=O)NC=2C=CC(=NC2)OC=2C=C3C=C(NC3=CC2)C(=O)O)C=CC1Cl (5-[5-(3,4-dichlorobenzoylamino)pyridin-2-yloxy]-1H-indole-2-carboxylic acid). Procedure details: 5-[5-(3,4-Dichlorobenzoylamino)pyridin-2-yloxy]-1H-indole-2-carboxylic acid methyl ester (1.00 g, 2.19 mmol) was dissolved in THF (30 mL). To the solution were added 1 M sodium hydroxide (3.50 mL, 3.50 mmol) and water (15 ml), and the resulting solution was refluxed for 3 hours. After cooling with ice, 1 M hydrochloric acid (3.50 mL, 3.50 mmol) and brine (50 mL) was added to the reaction solution, and the mixture was extracted with ethyl acetate (30 ml). After the organic layer was washed with b... The reactants are Cl (hydrochloric acid), [OH-].[Na+] (sodium hydroxide), O (water), COC(=O)C=1NC2=CC=C(C=C2C1)OC1=NC=C(C=C1)NC(C1=CC(=C(C=C1)Cl)Cl)=O (5-[5-(3,4-Dichlorobenzoylamino)pyridin-2-yloxy]-1H-indole-2-carboxylic acid methyl ester). The yield is 90.3%. The reactants are C(C)N1N=C(C2=NC=CC=C21)C=2C=NC(=CC2)OC (1-ethyl-3-(6-methoxypyridin-3-yl)-1H-pyrazolo[4,3-b]pyridine), Cl (HCl). Solvent: CO (MeOH). The product is C(C)N1N=C(C2=NC=CC=C21)C=2C=CC(=NC2)O (5-(1-Ethyl-1H-pyrazolo[4,3-b]pyridin-3-yl)pyridin-2-ol). Isolated yield 79.4%. As a reaction SMILES: [CH2:1]([N:3]1[C:11]2[C:6](=[N:7][CH:8]=[CH:9][CH:10]=2)[C:5]([C:12]2[CH:13]=[N:14][C:15]([O:18]C)=[CH:16][CH:17]=2)=[N:4]1)[CH3:2].Cl>CO>[CH2:1]([N:3]1[C:11]2[C:6](=[N:7][CH:8]=[CH:9][CH:10]=2)[C:5]([C:12]2[CH:17]=[CH:16][C:15]([OH:18])=[N:14][CH:13]=2)=[N:4]1)[CH3:2]. Procedure: A mixture of 1-ethyl-3-(6-methoxypyridin-3-yl)-1H-pyrazolo[4,3-b]pyridine (120 mg), MeOH (10 mL) and concentrated HCl (5 mL) was stirred at reflux for 24 h and then evaporated. The residue was treated with saturated NaHCO3 aqueous solution and extracted with AcOEt. The organic layer was dried over MgSO4 and concentrated under reduced pressure. The residue was suspended in IPE and collected by filtration to give the title compound (90 mg). Reactants: CC=1C(C2=CC3=CC4=CC=5C(C(=C(C(C5C=C4C=C3C=C2C(C1C)=O)=O)C)C)=O)=O (2,3,9,10-tetramethyl-1,4,8,11-pentacenetetrone), NC1=CC=CC=C1 (aniline), N12CCN(CC1)CC2 (1,4-diazabicyclo[2.2.2]octane). Reagents/catalysts: Cl[Ti](Cl)(Cl)Cl (TiCl4). Run in ClC1=CC=CC=C1 (chlorobenzene), ClC1=CC=CC=C1 (chlorobenzene). Run at temperature 130 celsius, time 3.5 hour. Product: C1(=CC=CC=C1)N=C1C(=C(C(C2=CC3=CC4=CC=5C(C(=C(C(C5C=C4C=C3C=C12)=NC1=CC=CC=C1)C)C)=NC1=CC=CC=C1)=NC1=CC=CC=C1)C)C (N,N′,N″,N′″-tetraphenyl-2,3,9,10-tetramethyl-1,4,8,11-pentacenetetrone tetraimine). Yield: 280.9%. As a reaction SMILES: [CH3:1][C:2]1[C:3](=O)[C:4]2[C:21]([C:22](=O)[C:23]=1[CH3:24])=[CH:20][C:19]1[C:6](=[CH:7][C:8]3[C:17]([CH:18]=1)=[CH:16][C:15]1[C:14](=O)[C:13]([CH3:27])=[C:12]([CH3:28])[C:11](=O)[C:10]=1[CH:9]=3)[CH:5]=2.[NH2:31][C:32]1[CH:37]=[CH:36][CH:35]=[CH:34][CH:33]=1.[N:38]12[CH2:45][CH2:44]N(CC1)CC2>ClC1C=CC=CC=1.Cl[Ti](Cl)(Cl)Cl>[C:32]1([N:31]=[C:11]2[C:10]3[C:15](=[CH:16][C:17]4[C:8]([CH:9]=3)=[CH:7][C:6]3[C:19](=[CH:20][C:21]5[C:22](=[N:31][C:32]6[CH:37]=[CH:36][CH:35]=[CH:34][CH:33]=6)[C:23]([CH3:24])=[C:2]([CH3:1])[C:3](=[N:31][C:32]6[CH:37]=[CH:36][CH:35]=[CH:34][CH:33]=6)[C:4]=5[CH:5]=3)[CH:18]=4)[C:14](=[N:38][C:45]3[CH:44]=[CH:22][CH:23]=[CH:2][CH:1]=3)[C:13]([CH3:27])=[C:12]2[CH3:28])[CH:37]=[CH:36][CH:35]=[CH:34][CH:33]=1. Reported procedure: A solution of TiCl4 (0.25 ml, 2.3 mmol) dissolved in chlorobenzene (5 ml) was slowly added at 80° C. to a mixture of the crude pentacenetetrone (4) (0.126 g), aniline (0.100 g, 0.11 mmol) and 1,4-diazabicyclo[2.2.2]octane (DABCO) (1.3 g, 11.1 mmol) dissolved in chlorobenzene (25 ml). The reaction mixture was stirred for 3.5 hours at 130° C. The precipitate was then filtered with Celite and the resulting filtrate was concentrated. The residue was again dissolved in CHCl3 and was re-precipitated i...